Dataset: the Open Reaction Database (ORD), a public repository of structured organic reaction records. Task: describe an organic reaction: reactants, conditions, products, and yield The reactants are BrC1=CN(C2=C1C=NC(=C2)C(=O)OC)CC (methyl 3-bromo-1-ethyl-1H-pyrrolo[3,2-c]pyridine-6-carboxylate), Cl (HCl). Solvent: CCO (EtOH), [OH-].[Na+] (NaOH). Conditions: temperature 80 celsius, time 5 day. The product is BrC1=CN(C2=C1C=NC(=C2)C(=O)O)CC (3-bromo-1-ethyl-1H-pyrrolo[3,2-c]pyridine-6-carboxylic acid). Isolated yield 90.9%. As a reaction SMILES: [Br:1][C:2]1[C:6]2[CH:7]=[N:8][C:9]([C:11]([O:13]C)=[O:12])=[CH:10][C:5]=2[N:4]([CH2:15][CH3:16])[CH:3]=1.Cl>CCO.[OH-].[Na+]>[Br:1][C:2]1[C:6]2[CH:7]=[N:8][C:9]([C:11]([OH:13])=[O:12])=[CH:10][C:5]=2[N:4]([CH2:15][CH3:16])[CH:3]=1 |f:3.4|. Reported procedure: A mixture of methyl 3-bromo-1-ethyl-1H-pyrrolo[3,2-c]pyridine-6-carboxylate (3A, 3.0 g, 11 mmol) in EtOH (10 ml) and 1N NaOH (10 ml) was stirred at 80° C. for 5 days. The reaction mixture was acidified with 1N HCl, concentrated in vacuo and dried to give 3-bromo-1-ethyl-1H-pyrrolo[3,2-c]pyridine-6-carboxylic acid (3B, 2.8 g, 10 mmol, 98% yield) as a pale brown powder. 1H NMR (400 MHz, DMSO-d6) δ ppm 1.42 (t, J=7.20 Hz, 3 H) 4.49 (q, J=7.33 Hz, 2 H) 8.35 (s, 1 H) 8.65 (s, 1 H) 8.91 (s, 1 H). Reactants: BrC=1C=NC=2N(C1)N=C(C2)C(=O)O (6-bromo-pyrazolo[1,5-a]pyrimidine-2-carboxylic acid), BrC1=CC2=C(C(NCC2)C)O1 (2-bromo-7-methyl-4,5,6,7-tetrahydrofuro[2,3-c]pyridine). Product: BrC1=CC2=C(C(N(CC2)C(=O)C2=NN3C(N=CC(=C3)Br)=C2)C)O1 ((2-Bromo-7-methyl-4,7-dihydro-5H-furo[2,3-c]pyridin-6-yl)-(6-bromo-pyrazolo[1,5-a]pyrimidin-2-yl)-methanone). RXN SMILES: [Br:1][C:2]1[CH:3]=[N:4][C:5]2[N:6]([N:8]=[C:9]([C:11]([OH:13])=O)[CH:10]=2)[CH:7]=1.[Br:14][C:15]1[O:24][C:18]2[CH:19]([CH3:23])[NH:20][CH2:21][CH2:22][C:17]=2[CH:16]=1>>[Br:14][C:15]1[O:24][C:18]2[CH:19]([CH3:23])[N:20]([C:11]([C:9]3[CH:10]=[C:5]4[N:4]=[CH:3][C:2]([Br:1])=[CH:7][N:6]4[N:8]=3)=[O:13])[CH2:21][CH2:22][C:17]=2[CH:16]=1. Procedure: In close analogy to the procedure described in Example 1, 6-bromo-pyrazolo[1,5-a]pyrimidine-2-carboxylic acid is reacted with 2-bromo-7-methyl-4,5,6,7-tetrahydrofuro[2,3-c]pyridine to provide the title compound. Reactants: B, C1CCOC1, C1CCOC1, C=C1CCCN(S(C)(=O)=O)c2nc3oc(-c4ccc(F)cc4)c(C(=O)NC)c3cc21, CNC(=O)c1c(-c2ccc(F)cc2)oc2nc3c(cc12)C(C)=CCCN3S(C)(=O)=O, CCOC(C)=O, [Na+], [OH-], OO. The product is CNC(=O)c1c(-c2ccc(F)cc2)oc2nc3c(cc12)C(C)(O)CCCN3S(C)(=O)=O. Reaction SMILES: [BH3:61].[CH2:62]1[O:63][CH2:64][CH2:65][CH2:66]1.[CH2:67]1[O:68][CH2:69][CH2:70][CH2:71]1.[CH3:1][NH:2][C:3](=[O:4])[c:5]1[c:6](-[c:24]2[cH:25][cH:26][c:27]([F:30])[cH:28][cH:29]2)[o:7][c:8]2[n:9][c:10]3[c:11]([cH:12][c:13]12)[C:14](=[CH2:23])[CH2:15][CH2:16][CH2:17][N:18]3[S:19](=[O:20])(=[O:21])[CH3:22].[CH3:31][NH:32][C:33](=[O:34])[c:35]1[c:36]2[cH:37][c:38]3[c:49]([n:50][c:51]2[o:52][c:53]1-[c:54]1[cH:55][cH:56][c:57]([F:58])[cH:59][cH:60]1)[N:44]([S:45]([CH3:46])(=[O:47])=[O:48])[CH2:43][CH2:42][CH:41]=[C:39]3[CH3:40].[CH3:76][CH2:77][O:78][C:79]([CH3:80])=[O:81].[Na+:73].[OH-:72].[OH:74][OH:75]>>[CH3:1][NH:2][C:3](=[O:4])[c:5]1[c:6](-[c:24]2[cH:25][cH:26][c:27]([F:30])[cH:28][cH:29]2)[o:7][c:8]2[n:9][c:10]3[c:11]([cH:12][c:13]12)[C:14]([CH3:23])([OH:34])[CH2:15][CH2:16][CH2:17][N:18]3[S:19](=[O:20])(=[O:21])[CH3:22]. Reported procedure: 2,5-Bis[2-chloro-4-(2-pyridylimino)aminophenyl]furan (4j, DB712) was prepared according to the procedure for 4f using diamine 3d and S-(2-naphthylmethyl)2-pyridylthioimidate hydrobromide as starting materials. Free base: orange crystalline solid, mp 189-190° C. (EtOH). Yield: 25%. 1H NMR (DMSO-d6): 6.85 (br s, 4NH), 7.02 (dd, 2H), 7.08 (d, 2H), 7.17 (s, 2H), 7.56 (m, 2H), 7.93-7.98 (m, 4H), 8.29 (d, 2H), 8.64 (m, 2H). Dihydrochloride: yellow/orange solid, mp>180° C. dec. 1H NMR (DMSO-d6): 7.45 (... The yield is 25.0%. Reaction SMILES: [NH2:1][C:2]1[CH:7]=[CH:6][C:5]([C:8]2[O:9][C:10]([C:13]3[CH:18]=[CH:17][C:16]([NH2:19])=[CH:15][C:14]=3[Cl:20])=[CH:11][CH:12]=2)=[C:4]([Cl:21])[CH:3]=1.[C:22]1([NH2:33])[C:27](F)=[C:26](F)[C:25](F)=[C:24]([NH2:31])C=1F.Cl.Cl>CCO>[Cl:20][C:14]1[CH:15]=[C:16]([N:19]=[N:31][C:24]2[CH:25]=[CH:26][CH:27]=[CH:22][N:33]=2)[CH:17]=[CH:18][C:13]=1[C:10]1[O:9][C:8]([C:5]2[CH:6]=[CH:7][C:2]([N:1]=[N:31][C:24]3[CH:25]=[CH:26][CH:27]=[CH:22][N:33]=3)=[CH:3][C:4]=2[Cl:21])=[CH:12][CH:11]=1 |f:1.2.3|. The solvent is CCO (EtOH). Reactants: 4f, C1(=C(C(=C(C(=C1F)F)F)N)F)N.Cl.Cl (Dihydrochloride), ( 627.35 ), NC1=CC(=C(C=C1)C=1OC(=CC1)C1=C(C=C(C=C1)N)Cl)Cl (2,5-Bis(4-amino-2-chlorophenyl)furan), S-(2-naphthylmethyl)2-pyridylthioimidate hydrobromide. The product is ClC1=C(C=CC(=C1)N=NC1=NC=CC=C1)C=1OC(=CC1)C1=C(C=C(C=C1)N=NC1=NC=CC=C1)Cl (2,5-Bis[2-chloro-4-(2-pyridylimino)aminophenyl]furan). The reactants are CC1(C=2C=CC(=CC2C(CC1)(C)C)C(=O)OC1=CC=C(C=C1)C=O)C (4-Formylphenyl 5,5,8,8-tetramethyl-5,6,7,8-tetrahydro-2-naphthoate), OC1=CC=C(C=O)C=C1 (4-hydroxybenzaldehyde). The product is CC1(C=2C=CC(=CC2C(CC1)(C)C)C(=O)OC1=CC=C(C(=O)OCC)C=C1)C (Ethyl 4-(5,5,8,8-tetramethyl-5,6,7,8-tetrahydro-2-naphthoyloxy)benzoate). RXN SMILES: [CH3:1][C:2]1([CH3:25])[CH2:11][CH2:10][C:9]([CH3:13])([CH3:12])[C:8]2[CH:7]=[C:6]([C:14]([O:16][C:17]3[CH:22]=[CH:21][C:20]([CH:23]=[O:24])=[CH:19][CH:18]=3)=[O:15])[CH:5]=[CH:4][C:3]1=2.[OH:26][C:27]1C=CC(C=O)=C[CH:28]=1>>[CH3:1][C:2]1([CH3:25])[CH2:11][CH2:10][C:9]([CH3:12])([CH3:13])[C:8]2[CH:7]=[C:6]([C:14]([O:16][C:17]3[CH:18]=[CH:19][C:20]([C:23]([O:26][CH2:27][CH3:28])=[O:24])=[CH:21][CH:22]=3)=[O:15])[CH:5]=[CH:4][C:3]1=2. Procedure: 4-Formylphenyl 5,5,8,8-tetramethyl-5,6,7,8-tetrahydro-2-naphthoate-Using 4-hydroxybenzaldehyde, the title compound was synthesized as a white solid. PMR (CDCl3): δ 1.32 (6H, d), 1.34 (6H, s), 1.73 (4H, s), 7.39 (2H, d, J~9.0 Hz), 7.45 (1H, d, J~8.4 Hz), 7.92-7.98 (3H, m), 8.16 (1H, d, J~1.8 Hz), 9.99 (1H, s). The reactants are COC(=O)C(CCCc1ccc(OCc2nc(-c3ccco3)oc2C)c(OC)c1)OC(N)=O, ClC(Cl)Cl. The product is COc1cc(CCCC2OC(=O)NC2=O)ccc1OCc1nc(-c2ccco2)oc1C. As a reaction SMILES: [C:1]([NH2:2])(=[O:3])[O:4][CH:5]([C:6](=[O:7])[O:8][CH3:9])[CH2:10][CH2:11][CH2:12][c:13]1[cH:14][c:15]([O:32][CH3:33])[c:16]([O:19][CH2:20][c:21]2[n:22][c:23](-[c:27]3[o:28][cH:29][cH:30][cH:31]3)[o:24][c:25]2[CH3:26])[cH:17][cH:18]1.[CH:34]([Cl:35])([Cl:36])[Cl:37]>>[C:1]1(=[O:3])[NH:2][C:6](=[O:7])[CH:5]([CH2:10][CH2:11][CH2:12][c:13]2[cH:14][c:15]([O:32][CH3:33])[c:16]([O:19][CH2:20][c:21]3[n:22][c:23](-[c:27]4[o:28][cH:29][cH:30][cH:31]4)[o:24][c:25]3[CH3:26])[cH:17][cH:18]2)[O:4]1. Starting materials: FC1=CC=C(N)C=C1 (4-fluoroaniline), C(C(=O)Cl)(=O)Cl (oxalyl chloride), ClC=1C=C2C3=C(N(C2=CC1)CC(=O)O)CN(CC3)C (2-(6-chloro-1,2,3,4-tetrahydro-2-methylpyrido[3,4-b]indol-9-yl)acetic acid). The reagents and catalysts are CN(C1=CC=NC=C1)C (4-dimethylaminopyridine), CN(C=O)C (dimethyl formamide). Solvent: ClCCl (dichloromethane), ClCCl (dichloromethane). Reaction conditions: temperature 0 celsius, time 1 hour. The product is ClC=1C=C2C3=C(N(C2=CC1)CC(=O)NC1=CC=C(C=C1)F)CN(CC3)C (2-(6-chloro-1,2,3,4-tetrahydro-2-methylpyrido[3,4-b]indol-9-yl)-N-(4-fluorophenyl)acetamide). The yield is 4.1%. Reaction SMILES: [Cl:1][C:2]1[CH:3]=[C:4]2[C:8](=[CH:9][CH:10]=1)[N:7]([CH2:11][C:12]([OH:14])=O)[C:6]1[CH2:15][N:16]([CH3:19])[CH2:17][CH2:18][C:5]2=1.C(Cl)(=O)C(Cl)=O.[F:26][C:27]1[CH:33]=[CH:32][C:30]([NH2:31])=[CH:29][CH:28]=1>ClCCl.CN(C)C=O.CN(C)C1C=CN=CC=1>[Cl:1][C:2]1[CH:3]=[C:4]2[C:8](=[CH:9][CH:10]=1)[N:7]([CH2:11][C:12]([NH:31][C:30]1[CH:32]=[CH:33][C:27]([F:26])=[CH:28][CH:29]=1)=[O:14])[C:6]1[CH2:15][N:16]([CH3:19])[CH2:17][CH2:18][C:5]2=1. Procedure: 2-(6-chloro-1,2,3,4-tetrahydro-2-methylpyrido[3,4-b]indol-9-yl)acetic acid (0.1 g, 0.39 mmol) was dissolved in dichloromethane (4 mL) and was cooled to 0° C., using an ice-bath; oxalyl chloride (0.04 mL, 0.43 mmol) was added drop-wise to the reaction mixture. Catalytic amount (1 drop) of dimethyl formamide was added and the reaction mixture was stirred for 1 h at room temperature. Excess oxalyl chloride was distilled away under reduced pressure. A solution of 4-fluoroaniline (0.042 g, 0.43 mmol)...